Dataset: the Open Reaction Database (ORD), a public repository of structured organic reaction records. Task: describe an organic reaction: reactants, conditions, products, and yield Reaction SMILES: [CH2:43]1[O:44][CH2:45][CH2:46][CH2:47]1.[CH3:1][c:2]1[c:3]([CH2:4][O:5][c:6]2[cH:7][c:8]([C:9](=[O:10])[NH:11][c:12]3[cH:13][cH:14][c:15]([C:18](=[O:19])[O:20][CH3:21])[cH:16][n:17]3)[cH:22][c:23]([O:25][CH2:26][c:27]3[c:28]([CH3:33])[cH:29][cH:30][cH:31][cH:32]3)[cH:24]2)[cH:34][cH:35][cH:36][cH:37]1.[CH3:38][OH:39].[Na+:42].[OH-:41].[OH2:40]>>[CH3:1][c:2]1[c:3]([CH2:4][O:5][c:6]2[cH:7][c:8]([C:9](=[O:10])[NH:11][c:12]3[cH:13][cH:14][c:15]([C:18](=[O:19])[OH:20])[cH:16][n:17]3)[cH:22][c:23]([O:25][CH2:26][c:27]3[c:28]([CH3:33])[cH:29][cH:30][cH:31][cH:32]3)[cH:24]2)[cH:34][cH:35][cH:36][cH:37]1. The reactants are C1CCOC1, COC(=O)c1ccc(NC(=O)c2cc(OCc3ccccc3C)cc(OCc3ccccc3C)c2)nc1, CO, [Na+], [OH-], O. The product is Cc1ccccc1COc1cc(OCc2ccccc2C)cc(C(=O)Nc2ccc(C(=O)O)cn2)c1. The reactants are CC(C)(C)[Si](C)(C)Cl, CO, CN(C)C=O, O=C(NCCO)c1csc(N2CC(O)C2)n1, c1c[nH]cn1. Yields the product CC(C)(C)[Si](C)(C)OCCNC(=O)c1csc(N2CC(O)C2)n1. As a reaction SMILES: [C:17]([CH3:18])([CH3:19])([CH3:20])[Si:21]([CH3:22])([CH3:23])[Cl:24].[CH3:30][OH:31].[CH3:32][N:33]([CH3:34])[CH:35]=[O:36].[OH:1][CH:2]1[CH2:3][N:4]([c:6]2[s:7][cH:8][c:9]([C:11]([NH:12][CH2:13][CH2:14][OH:15])=[O:16])[n:10]2)[CH2:5]1.[nH:25]1[cH:26][cH:27][n:28][cH:29]1>>[OH:1][CH:2]1[CH2:3][N:4]([c:6]2[s:7][cH:8][c:9]([C:11]([NH:12][CH2:13][CH2:14][O:15][Si:21]([C:17]([CH3:18])([CH3:19])[CH3:20])([CH3:22])[CH3:23])=[O:16])[n:10]2)[CH2:5]1. Starting materials: C([O-])([O-])=O.[Na+].[Na+] (sodium carbonate), ice, N(=O)[O-].[Na+] (sodium nitrite), NC=1SC(=CN1)CC1CC=2C=CC(=CC2CC1)C(=O)OCC (ethyl 6-(2-amino-5-thiazolylmethyl)-5,6,7,8-tetrahydro-2-naphthalenecarboxylate), [N+](=O)(O)[O-] (nitric acid), cuprous chloride. The solvent is O (water), P(O)(O)(O)=O (phosphoric acid), Cl (hydrochloric acid). Run at temperature -8 celsius, time 20 minute. Product: S1C=NC=C1CC1CC=2C=CC(=CC2CC1)C(=O)OCC (ethyl 6-(5-thiazolylmethyl)-5,6,7,8-tetrahydro-2-naphthalenecarboxylate). The yield is 63.5%. RXN SMILES: N[C:2]1[S:3][C:4]([CH2:7][CH:8]2[CH2:17][CH2:16][C:15]3[CH:14]=[C:13]([C:18]([O:20][CH2:21][CH3:22])=[O:19])[CH:12]=[CH:11][C:10]=3[CH2:9]2)=[CH:5][N:6]=1.[N+]([O-])(O)=O.N([O-])=O.[Na+].C(=O)([O-])[O-].[Na+].[Na+]>P(=O)(O)(O)O.O.Cl>[S:3]1[C:4]([CH2:7][CH:8]2[CH2:17][CH2:16][C:15]3[CH:14]=[C:13]([C:18]([O:20][CH2:21][CH3:22])=[O:19])[CH:12]=[CH:11][C:10]=3[CH2:9]2)=[CH:5][N:6]=[CH:2]1 |f:2.3,4.5.6|. Reported procedure: 2.1 g of ethyl 6-(2-amino-5-thiazolylmethyl)-5,6,7,8-tetrahydro-2-naphthalenecarboxylate was dissolved in 23 ml of phosphoric acid and 12 ml of concentrated nitric acid was added thereto. A solution of 0.46 g of sodium nitrite in 4 ml of water was added dropwise to the mixture. The resulting mixture was stirred at -8° C. for 20 minutes. The reaction mixture was added to a solution of 5.28 g of cuprous chloride in 7 ml of concentrated hydrochloric acid at -5° C. The resulting mixture was stirred ...